This data is from the Open Reaction Database (ORD), a public repository of structured organic reaction records. The task is: describe an organic reaction: reactants, conditions, products, and yield Starting materials: C(C1=CC=CC=C1)OC(=O)C1=C(NC2=CC=C(C=C12)CCOS(=O)(=O)C)C (5-(2-Methanesulfonyloxy-ethyl)-2-methyl-1H-indole-3-carboxylic acid benzyl ester), C(C)(=O)N(C)C1CNCC1 (3-(N-Acetyl-N-methylamino)-pyrrolidine). Run in O1CCOCC1 (Dioxane). The product is N1C(=CC2=CC=CC=C12)N (indole-amine). Yield: 196.5%. RXN SMILES: C(OC([C:11]1[C:19]2[C:14](=[CH:15][CH:16]=[C:17](CCOS(C)(=O)=O)[CH:18]=2)[NH:13][C:12]=1C)=O)C1C=CC=CC=1.C([N:31](C1CCNC1)C)(=O)C>O1CCOCC1>[NH:13]1[C:14]2[C:19](=[CH:18][CH:17]=[CH:16][CH:15]=2)[CH:11]=[C:12]1[NH2:31]. Procedure: 5-(2-Methanesulfonyloxy-ethyl)-2-methyl-1H-indole-3-carboxylic acid benzyl ester (0.300 g, 0.770 mmol, 1 eq, Example 56, Step D) was suspended in Dioxane (20 mL) under Ar. 3-(N-Acetyl-N-methylamino)-pyrrolidine (0.330 g, 2.320 mmol, 3 eq) was added. The reaction mixture was stirred and heated to reflux for 18 hours. Then the reaction was quenched with saturated sodium bicarbonate and extracted with ethyl acetate (3×). The combined organic phases were washed with brine and dried over Na2SO4. Afte... Starting materials: OC1=CC=C(C=C1)C=C1S(NC2=C1C=CC=C2)(=O)=O (3-(4'-hydroxyphenyl)methylene-2,1-benzisothiazoline-2,2-dioxide), C(C)(=O)OC(C)=O (acetic anhydride). Run in N1=CC=CC=C1 (pyridine). The product is C(C)(=O)OC1=CC=C(C=C1)C=C1S(NC2=C1C=CC=C2)(=O)=O (3-(4'-acetoxyphenyl)methylene-2,1-benzisothiazoline-2,2-dioxide). The yield is 80.0%. Reaction SMILES: [OH:1][C:2]1[CH:7]=[CH:6][C:5]([CH:8]=[C:9]2[C:13]3[CH:14]=[CH:15][CH:16]=[CH:17][C:12]=3[NH:11][S:10]2(=[O:19])=[O:18])=[CH:4][CH:3]=1.[C:20](OC(=O)C)(=[O:22])[CH3:21]>N1C=CC=CC=1>[C:20]([O:1][C:2]1[CH:7]=[CH:6][C:5]([CH:8]=[C:9]2[C:13]3[CH:14]=[CH:15][CH:16]=[CH:17][C:12]=3[NH:11][S:10]2(=[O:19])=[O:18])=[CH:4][CH:3]=1)(=[O:22])[CH3:21]. Procedure details: To a cooled solution of 3-(4'-hydroxyphenyl)methylene-2,1-benzisothiazoline-2,2-dioxide (273 mg, 1 mmol) in dry pyridine (0.5 ml) is added acetic anhydride (204 mg, 2 mmol) and the mixture maintained at 0°-5° C. overnight. Thereupon the mixture is concentrated under vacuum, the residue dissolved in dichloromethane, the organic layer washed with water and then evaporated under reduced pressure. The crude product is crystallized from chloroform-methanol to yield pure 3-(4'-acetoxyphenyl)methylene-... Run at time 2 hour. As a reaction SMILES: [N+](=[C:3](P(=O)(OC)OC)C(=O)C)=[N-].[CH3:13][C:14]1[CH:15]=[C:16]([C:31]2[CH:32]=[CH:33][C:34]([CH:37]=O)=[N:35][CH:36]=2)[CH:17]=[C:18]([NH:20][C:21]2[N:26]=[C:25]([C:27]([F:30])([F:29])[F:28])[CH:24]=[CH:23][N:22]=2)[CH:19]=1.[C:39](=[O:42])([O-])[O-:40].[K+].[K+]>CO.O>[C:37]([C:34]1[N:35]=[CH:36][C:31]([C:16]2[CH:17]=[C:18]([NH:20][C:21]3[N:26]=[C:25]([C:27]([F:28])([F:29])[F:30])[CH:24]=[CH:23][N:22]=3)[CH:19]=[C:14]([CH3:13])[CH:15]=2)=[CH:32][CH:33]=1)#[CH:3].[C:39]([OH:40])([C:27]([F:30])([F:29])[F:28])=[O:42] |f:2.3.4|. Starting materials: [N+](=[N-])=C(C(C)=O)P(OC)(OC)=O (Dimethyl (1-diazo-2-oxopropyl)phosphonate), CC=1C=C(C=C(C1)NC1=NC=CC(=N1)C(F)(F)F)C=1C=CC(=NC1)C=O (5-(3-methyl-5-{[4-(trifluoromethyl)pyrimidin-2-yl]amino}phenyl)pyridine-2-carbaldehyde), C([O-])([O-])=O.[K+].[K+] (potassium carbonate). Solvent: CO (methanol), O (water). Yields the product C(#C)C1=CC=C(C=N1)C=1C=C(C=C(C1)C)NC1=NC=CC(=N1)C(F)(F)F (N-[3-(6-ethynylpyridin-3-yl)-5-methylphenyl]-4-(trifluoromethyl)pyrimidin-2-amine), C(=O)(C(F)(F)F)O (TFA). Reported procedure: Dimethyl (1-diazo-2-oxopropyl)phosphonate (0.200 mL, 1.15 mmol) was added to a solution of 5-(3-methyl-5-{[4-(trifluoromethyl)pyrimidin-2-yl]amino}phenyl)pyridine-2-carbaldehyde (201 mg, 0.560 mmol) and potassium carbonate (155 mg, 1.12 mmol) in dry methanol (8.00 mL). The mixture was stirred at room temperature for 2 hours. The mixture was diluted with water and extracted with ethyl acetate. The organic layer was concentrated under reduced pressure and the residue was directly purified by rever... Reactants: FC1=C(N)C(=CC(=C1)F)F (2,4,6-trifluoroaniline), ClC1=C(C(=O)C(C(=O)OCC)=COCC)C=C(C(=N1)Cl)F (ethyl 2-(2,6-dichloro-5-fluoronicotinoyl)-3-ethoxyacrylate). The solvent is C1(=CC=CC=C1)C (toluene), C1(=CC=CC=C1)C (toluene). Conditions: time 8 hour. Product: ClC1=C(C(=O)C(C(=O)OCC)=CNC2=C(C=C(C=C2F)F)F)C=C(C(=N1)Cl)F (ethyl 2,6-dichloro-5-fluoronicotinoyl-3-(2,4,6-trifluorophenyl)aminoacrylate). RXN SMILES: [F:1][C:2]1[CH:8]=[C:7]([F:9])[CH:6]=[C:5]([F:10])[C:3]=1[NH2:4].[Cl:11][C:12]1[N:29]=[C:28]([Cl:30])[C:27]([F:31])=[CH:26][C:13]=1[C:14]([C:16](=[CH:22]OCC)[C:17]([O:19][CH2:20][CH3:21])=[O:18])=[O:15]>C1(C)C=CC=CC=1>[Cl:11][C:12]1[N:29]=[C:28]([Cl:30])[C:27]([F:31])=[CH:26][C:13]=1[C:14]([C:16](=[CH:22][NH:4][C:3]1[C:2]([F:1])=[CH:8][C:7]([F:9])=[CH:6][C:5]=1[F:10])[C:17]([O:19][CH2:20][CH3:21])=[O:18])=[O:15]. Reported procedure: With ice cooling, 5 ml of a toluene solution containing 1.39 ml of 2,4,6-trifluoroaniline was added dropwise to 10 ml of a toluene solution containing 6.40 g of ethyl 2-(2,6-dichloro-5-fluoronicotinoyl)-3-ethoxyacrylate and stirred overnight at room temperature. The solvent was distilled off then to the residue, ethanol was added. The resulting crystals were collected by filtration and washed with diethyl ether, to give ethyl 2,6-dichloro-5-fluoronicotinoyl-3-(2,4,6-trifluorophenyl)aminoacrylate... Reactants: C(OC1=C(C=CC=C1)C(C)(C)C)([O-])=O (Tert-butylphenyl carbonate), C1(=CC=C(C=C1)CN)CN (p-xylylenediamine), C(C)O (ethanol). Yields the product C(=O)(OC(C)(C)C)NCC1=CC=C(C=C1)CN (1-(-N-Boc-aminomethyl)-4-(aminomethyl)benzene). RXN SMILES: [C:1](=[O:14])([O-])[O:2][C:3]1[CH:8]=CC=C[C:4]=1C(C)(C)C.[C:15]1([CH2:23][NH2:24])[CH:20]=[CH:19][C:18]([CH2:21][NH2:22])=[CH:17][CH:16]=1.[CH2:25](O)C>>[C:1]([NH:22][CH2:21][C:18]1[CH:19]=[CH:20][C:15]([CH2:23][NH2:24])=[CH:16][CH:17]=1)([O:2][C:3]([CH3:4])([CH3:8])[CH3:25])=[O:14]. Reported procedure: Tert-butylphenyl carbonate (2.7 mL, 14.7 mmol) was added dropwise to a solution of p-xylylenediamine (2 g, 14.7 mmol) in ethanol (20 mL) at 80° C. The reaction mixture was refluxed overnight. The solution was then cooled to room temperature and any solids were removed, which leaves a yellow solution. The solution was then concentrated to 10 mL and diluted with water (60 mL). The solution pH was adjusted to 3 with 2M HCl followed by an extraction with dichloromethane (3×75 mL). The water solution...